From a dataset of the Open Reaction Database (ORD), a public repository of structured organic reaction records. describe an organic reaction: reactants, conditions, products, and yield Reactants: C[O-].[Na+] (sodium methoxide), CC1(CC(=NO1)SCC=1C(=NN(C1F)C)C(F)(F)F)C (5,5-dimethyl-3-(5-fluoro-1-methyl-3-trifluoromethyl-1H-pyrazol-4-ylmethylthio)-2-isoxazoline), O (water). Solvent: CO (methanol), CO (methanol). Run at time 4 hour. Yields the product CC1(CC(=NO1)SCC=1C(=NN(C1OC)C)C(F)(F)F)C (5,5-dimethyl-3-(5-methoxy-1-methyl-3-trifluoromethyl-1H-pyrazol-4-ylmethylthio)-2-isoxazoline). Yield: 96.6%. RXN SMILES: [CH3:1][O-:2].[Na+].[CH3:4][C:5]1([CH3:23])[O:9][N:8]=[C:7]([S:10][CH2:11][C:12]2[C:13]([C:19]([F:22])([F:21])[F:20])=[N:14][N:15]([CH3:18])[C:16]=2F)[CH2:6]1.O>CO>[CH3:4][C:5]1([CH3:23])[O:9][N:8]=[C:7]([S:10][CH2:11][C:12]2[C:13]([C:19]([F:22])([F:21])[F:20])=[N:14][N:15]([CH3:18])[C:16]=2[O:2][CH3:1])[CH2:6]1 |f:0.1|. Procedure details: 0.77 g (4.0 mmoles) of sodium methoxide (a 28% methanol solution) was added to a solution of 0.5 g (1.6 mmoles) of 5,5-dimethyl-3-(5-fluoro-1-methyl-3-trifluoromethyl-1H-pyrazol-4-ylmethylthio)-2-isoxazoline dissolved in 20 ml of methanol. The mixture was stirred for 4 hours under refluxing, to give rise to a reaction. After confirmation of the completion of the reaction, the reaction mixture was poured into water, followed by extraction with ethyl acetate. The resulting organic layer was washed...